From a dataset of the Open Reaction Database (ORD), a public repository of structured organic reaction records. describe an organic reaction: reactants, conditions, products, and yield The reactants are [NH4+].[Cl-] (NH4Cl), C(C)(C)(C)C1=CC(=NO1)N (5-t-butyl-isoxazol-3-ylamine), CC(C)(C)[O-].[Na+] (NaOt-Bu), ClC1=NC=CC(=N1)Cl (2,4-dichloropyrimidine). The solvent is O (H2O), CC(C)(C)O (t-BuOH). Reaction conditions: temperature 20 celsius, time 1 hour. Yields the product C(C)(C)(C)C1=CC(=NO1)NC1=NC(=NC=C1)Cl ((5-t-Butyl-isoxazol-3-yl)-(2-chloro-pyrimidin-4-yl)-amine). Reaction SMILES: [C:1]([C:5]1[O:9][N:8]=[C:7]([NH2:10])[CH:6]=1)([CH3:4])([CH3:3])[CH3:2].CC([O-])(C)C.[Na+].[Cl:17][C:18]1[N:23]=[C:22](Cl)[CH:21]=[CH:20][N:19]=1.[NH4+].[Cl-]>CC(O)(C)C.O>[C:1]([C:5]1[O:9][N:8]=[C:7]([NH:10][C:20]2[CH:21]=[CH:22][N:23]=[C:18]([Cl:17])[N:19]=2)[CH:6]=1)([CH3:4])([CH3:3])[CH3:2] |f:1.2,4.5|. Procedure: To a solution of 5-t-butyl-isoxazol-3-ylamine (10.0 g, 71.33 mmol) in t-BuOH (500 mL) at 20° C. was added NaOt-Bu (17.1 g, 178.3 mmol) in 3 portions over 10 min. The solution turned pale yellow with the appearance of a thick, white precipitate. The mixture was stirred at 20° C. for 1 h, then 2,4-dichloropyrimidine (15.9 g, 107.0 mmol) was added. The mixture was stirred for an additional 90 min. at 20° C., accompanied by the dissolution of the white precipitate and appearance of an orange color. ... Starting materials: ClC1=C2C(=NC=C1Cl)N(C(=C2)C=2C=NN(C2)C)COCC[Si](C)(C)C (4,5-dichloro-2-(1-methyl-1H-pyrazol-4-yl)-1-((2-(trimethylsilyl)ethoxy)methyl)-1H-pyrrolo[2,3-b]pyridine), BrC=1C=NNC1 (4-bromo-1H-pyrazole), C([O-])([O-])=O.[K+].[K+] (potassium carbonate). Run in CN1C(CCC1)=O (1-methyl-2-pyrrolidinone). Conditions: temperature 150 celsius. Yields the product BrC=1C=NN(C1)C1=C2C(=NC=C1Cl)N(C(=C2)C=2C=NN(C2)C)COCC[Si](C)(C)C (4-(4-bromo-1H-pyrazol-1-yl)-5-chloro-2-(1-methyl-1H-pyrazol-4-yl)-1-((2-(trimethylsilyl)ethoxy)methyl)-1H-pyrrolo[2,3-b]pyridine). Reaction SMILES: Cl[C:2]1[C:7]([Cl:8])=[CH:6][N:5]=[C:4]2[N:9]([CH2:18][O:19][CH2:20][CH2:21][Si:22]([CH3:25])([CH3:24])[CH3:23])[C:10]([C:12]3[CH:13]=[N:14][N:15]([CH3:17])[CH:16]=3)=[CH:11][C:3]=12.[Br:26][C:27]1[CH:28]=[N:29][NH:30][CH:31]=1.C(=O)([O-])[O-].[K+].[K+]>CN1CCCC1=O>[Br:26][C:27]1[CH:28]=[N:29][N:30]([C:2]2[C:7]([Cl:8])=[CH:6][N:5]=[C:4]3[N:9]([CH2:18][O:19][CH2:20][CH2:21][Si:22]([CH3:25])([CH3:24])[CH3:23])[C:10]([C:12]4[CH:13]=[N:14][N:15]([CH3:17])[CH:16]=4)=[CH:11][C:3]=23)[CH:31]=1 |f:2.3.4|. Reported procedure: A solution of Example 113E (0.194 g, 0.488 mmol) and 4-bromo-1H-pyrazole (0.115 g, 0.781 mmol) in 1-methyl-2-pyrrolidinone (0.8 mL) was treated with potassium carbonate (0.169 g, 1.22 mmol), and the reaction was heated at 150° C. for 2.5 hours. The reaction was cooled to ambient temperature, and partitioned between water and ethyl acetate. The organic layer was washed with water and brine, dried over anhydrous sodium sulfate, filtered, and concentrated under reduced pressure. The concentrate was... Starting materials: COC(NC(C(C)C)C(=O)N1C(CCC1)C1=NC2=C(N1)COC=1C=C(C=CC12)C1=CC2=CC=C(C=C2C=C1)C=1NC(=NC1)C1N(CCC1)C(C(C1=CC=CC=C1)NC(=O)OC)=O)=O ((1-{2-[7-(6-{2-[1-(2-Methoxycarbonylamino-2-phenyl-acetyl)-pyrrolidin-2-yl]-3H-imidazol-4-yl}-naphthalen-2-yl)-3,4-dihydro-chromeno[3,4-d]imidazol-2-yl]-pyrrolidine-1-carbonyl}-2-methyl-propyl)-carbamic acid methyl ester), COC(=O)NC(C(=O)O)C1=CC=CC=C1 (methoxycarbonylamino-phenyl-acetic acid). The product is COC(NC(C(C)C)C(=O)N1C(CCC1)C=1NC(=CN1)C1=CC2=CC=C(C=C2C=C1)C=1C=CC2=C(C1)OCC=1N=C(NC12)C1N(CCC1)C(C(C1=CC=CC=C1)NC(=O)OC)=O)=O ((1-{2-[5-(6-{2-[1-(2-Methoxycarbonylamino-2-phenyl-acetyl)-pyrrolidin-2-yl]-1,4-dihydrochromeno[3,4-d]imidazol-7-yl}-naphthalen-2-yl)-1H-imidazol-2-yl]-pyrrolidine-1-carbonyl}-2-methyl-propyl)-carbamic acid methyl ester). As a reaction SMILES: COC(=O)NC(C([N:11]1[CH2:15][CH2:14][CH2:13][CH:12]1[C:16]1[NH:20][C:19]2[CH2:21][O:22][C:23]3[CH:24]=[C:25]([C:29]4[CH:38]=[CH:37][C:36]5[C:31](=[CH:32][CH:33]=[C:34]([C:39]6[NH:40][C:41]([CH:44]7[CH2:48][CH2:47][CH2:46][N:45]7[C:49](=[O:62])[CH:50]([NH:57][C:58]([O:60][CH3:61])=[O:59])[C:51]7[CH:56]=CC=C[CH:52]=7)=[N:42][CH:43]=6)[CH:35]=5)[CH:30]=4)[CH:26]=[CH:27][C:28]=3[C:18]=2[N:17]=1)=O)C(C)C.[CH3:64][O:65][C:66]([NH:68][CH:69]([C:73]1[CH:78]=[CH:77][CH:76]=[CH:75][CH:74]=1)[C:70]([OH:72])=O)=[O:67]>>[CH3:61][O:60][C:58](=[O:59])[NH:57][CH:50]([C:49]([N:45]1[CH2:46][CH2:47][CH2:48][CH:44]1[C:41]1[NH:40][C:39]([C:34]2[CH:33]=[CH:32][C:31]3[C:36](=[CH:37][CH:38]=[C:29]([C:25]4[CH:26]=[CH:27][C:28]5[C:18]6[NH:17][C:16]([CH:12]7[CH2:13][CH2:14][CH2:15][N:11]7[C:70](=[O:72])[CH:69]([NH:68][C:66]([O:65][CH3:64])=[O:67])[C:73]7[CH:78]=[CH:77][CH:76]=[CH:75][CH:74]=7)=[N:20][C:19]=6[CH2:21][O:22][C:23]=5[CH:24]=4)[CH:30]=3)[CH:35]=2)=[CH:43][N:42]=1)=[O:62])[CH:51]([CH3:56])[CH3:52]. Procedure details: Synthesized similar to (1-{2-[7-(6-{2-[1-(2-Methoxycarbonylamino-2-phenyl-acetyl)-pyrrolidin-2-yl]-3H-imidazol-4-yl}-naphthalen-2-yl)-3,4-dihydro-chromeno[3,4-d]imidazol-2-yl]-pyrrolidine-1-carbonyl}-2-methyl-propyl)-carbamic acid methyl ester with the corresponding methoxycarbonylamino-phenyl-acetic acid replacement. The reactants are OC1=C(C=C(CC2N(CCC3=CC(=C(C=C23)OC)OC)CC(=O)NCC2=CC=CC=C2)C=C1)OC (2-[1-(4-hydroxy-3-methoxy-benzyl)-6,7-dimethoxy-3,4-dihydro-1H-isoquinolin-2-yl]-N-benzyl-acetamide), CN(C(=O)Cl)C (N,N-dimethyl-carbamoyl chloride). Product: COC=1C=C(CC2N(CCC3=CC(=C(C=C23)OC)OC)CC(=O)NCC2=CC=CC=C2)C=CC1OC(N(C)C)=O (2-{1-[3-Methoxy-4-(N,N-dimethylcarbamoyloxy)-benzyl]-6,7-dimethoxy-3,4-dihydro-1H-isoquinolin-2-yl}-N-benzyl-acetamide). Reaction SMILES: [OH:1][C:2]1[CH:33]=[CH:32][C:5]([CH2:6][CH:7]2[C:16]3[C:11](=[CH:12][C:13]([O:19][CH3:20])=[C:14]([O:17][CH3:18])[CH:15]=3)[CH2:10][CH2:9][N:8]2[CH2:21][C:22]([NH:24][CH2:25][C:26]2[CH:31]=[CH:30][CH:29]=[CH:28][CH:27]=2)=[O:23])=[CH:4][C:3]=1[O:34][CH3:35].[CH3:36][N:37]([CH3:41])[C:38](Cl)=[O:39]>>[CH3:35][O:34][C:3]1[CH:4]=[C:5]([CH:32]=[CH:33][C:2]=1[O:1][C:38](=[O:39])[N:37]([CH3:41])[CH3:36])[CH2:6][CH:7]1[C:16]2[C:11](=[CH:12][C:13]([O:19][CH3:20])=[C:14]([O:17][CH3:18])[CH:15]=2)[CH2:10][CH2:9][N:8]1[CH2:21][C:22]([NH:24][CH2:25][C:26]1[CH:31]=[CH:30][CH:29]=[CH:28][CH:27]=1)=[O:23]. Procedure: prepared by reaction of 2-[1-(4-hydroxy-3-methoxy-benzyl)-6,7-dimethoxy-3,4-dihydro-1H-isoquinolin-2-yl]-N-benzyl-acetamide with N,N-dimethyl-carbamoyl chloride Starting materials: COC(=O)c1cc(S(N)(=O)=O)ccc1OC, CO, Cl, [Na+], [OH-]. The product is COc1ccc(S(N)(=O)=O)cc1C(=O)O. RXN SMILES: [CH3:1][O:2][c:3]1[c:4]([C:5](=[O:6])[O:7][CH3:8])[cH:9][c:10]([S:13]([NH2:14])(=[O:15])=[O:16])[cH:11][cH:12]1.[CH3:20][OH:21].[ClH:19].[Na+:18].[OH-:17]>>[CH3:1][O:2][c:3]1[c:4]([C:5](=[O:6])[OH:7])[cH:9][c:10]([S:13]([NH2:14])(=[O:15])=[O:16])[cH:11][cH:12]1. Reactants: C(Cl)(Cl)Cl (chloroform), C(C)(=O)O (acetic acid), COC=1C=C(C=O)C=C(C1OC)OC (3,4,5-trimethoxybenzaldehyde), [N+](=O)([O-])C(C)O (nitroethanol), ice water. Solvent: CO (methanol), CN1CCCCC1 (N-methylpiperidine). Conditions: time 6 hour. Product: COC=1C=C(C=C(C1OC)OC)C(C(CO)[N+](=O)[O-])O (1-(3,4,5-trimethoxyphenyl)-2-nitro-1,3-propanediol). As a reaction SMILES: [CH3:1][O:2][C:3]1[CH:4]=[C:5]([CH:8]=[C:9]([O:13][CH3:14])[C:10]=1[O:11][CH3:12])[CH:6]=[O:7].[N+:15]([CH:18](O)[CH3:19])([O-:17])=[O:16].C(Cl)(Cl)Cl.C(O)(=[O:27])C>CO.CN1CCCCC1>[CH3:14][O:13][C:9]1[CH:8]=[C:5]([CH:6]([OH:7])[CH:18]([N+:15]([O-:17])=[O:16])[CH2:19][OH:27])[CH:4]=[C:3]([O:2][CH3:1])[C:10]=1[O:11][CH3:12]. Reported procedure: 19.6 g (0.1 moles) of 3,4,5-trimethoxybenzaldehyde and 9.1 g (0.1 moles) of nitroethanol are suspended in a mixture of 25 ml of methanol and 1 ml of N-methylpiperidine at a temperature of 0° C. (under cooling with ice water). The reaction mixture is stirred for 6 hours, then 50 ml of chloroform are added, the mixture is allowed to stand at 0° C. for 72 hours and then acidified with 1 ml of acetic acid. The separated crystalline substance is filtered off, washed with chloroform and ice-cold (0° C... Reactants: C1=CC=CC=C1 (Benzene), BrCCCCCC(=O)Cl (6-bromohexanoyl chloride), [Cl-].[Al+3].[Cl-].[Cl-] (aluminium chloride), C(C)[SiH](CC)CC (Triethylsilane). Run in ClCCl (dichloromethane), ClCCl (dichloromethane), ClCCl (dichloromethane). Run at time 30 minute. Product: BrCCCCCCC1=CC=CC=C1 (6-bromo-1-phenylhexane). Yield: 32.6%. As a reaction SMILES: [Br:1][CH2:2][CH2:3][CH2:4][CH2:5][CH2:6][C:7](Cl)=O.[Cl-].[Al+3].[Cl-].[Cl-].[CH:14]1[CH:19]=[CH:18][CH:17]=[CH:16][CH:15]=1.C([SiH](CC)CC)C>ClCCl>[Br:1][CH2:2][CH2:3][CH2:4][CH2:5][CH2:6][CH2:7][C:14]1[CH:19]=[CH:18][CH:17]=[CH:16][CH:15]=1 |f:1.2.3.4|. Reported procedure: A solution of 6-bromohexanoyl chloride (49.7 g, 0.233 mol) in dry dichloromethane (40 ml) was added dropwise over 5 minutes to a suspension of aluminium chloride (31.0 g, 0.233 mol) in dry dichloromethane (100 ml), keeping the temperature between 20° C.-23° C. The mixture was stirred for 30 minutes at room temperature to give a yellow solution. Benzene (18.2 g, 0.233 mol) in dry dichloromethane (30 ml) was added and stirred for 20 hours at room temperature. Triethylsilane (59.9 g, 0.515 mol) was...